From a dataset of the Open Reaction Database (ORD), a public repository of structured organic reaction records. describe an organic reaction: reactants, conditions, products, and yield Starting materials: CN1C2=C(C=3C1=NC(=CC3)N3C(C=C(C=C3)C=3C=NC(=CC3)C(F)(F)F)=O)CN(CC2)C(=O)OC(C)(C)C (tert-butyl 9-methyl-2-(2-oxo-4-(6-(trifluoromethyl)pyridin-3-yl)pyridin-1(2H)-yl)-5,7,8,9-tetrahydro-6H-pyrido[3′,4′:4,5]pyrrolo[2,3-b]pyridine-6-carboxylate). Solvent: C(Cl)Cl (CH2Cl2), Cl (HCl), CO (MeOH), C(Cl)Cl (CH2Cl2), CO (MeOH), Cl (HCl), CCOCC (Et2O). Reaction conditions: time 18 hour. Yields the product CN1C2=C(C=3C1=NC(=CC3)N3C(C=C(C=C3)C=3C=NC(=CC3)C(F)(F)F)=O)CNCC2 (1-(9-Methyl-5,7,8,9-tetrahydro-6H-pyrido[3′,4′:4,5]pyrrolo[2,3-b]pyridin-2-yl)-4-(6-(trifluoromethyl)pyridin-3-yl)pyridin-2(1H)-one). Isolated yield 73.5%. As a reaction SMILES: [CH3:1][N:2]1[C:6]2=[N:7][C:8]([N:11]3[CH:16]=[CH:15][C:14]([C:17]4[CH:18]=[N:19][C:20]([C:23]([F:26])([F:25])[F:24])=[CH:21][CH:22]=4)=[CH:13][C:12]3=[O:27])=[CH:9][CH:10]=[C:5]2[C:4]2[CH2:28][N:29](C(OC(C)(C)C)=O)[CH2:30][CH2:31][C:3]1=2>C(Cl)Cl.CO.Cl.CCOCC>[CH3:1][N:2]1[C:6]2=[N:7][C:8]([N:11]3[CH:16]=[CH:15][C:14]([C:17]4[CH:18]=[N:19][C:20]([C:23]([F:24])([F:25])[F:26])=[CH:21][CH:22]=4)=[CH:13][C:12]3=[O:27])=[CH:9][CH:10]=[C:5]2[C:4]2[CH2:28][NH:29][CH2:30][CH2:31][C:3]1=2. Reported procedure: To a solution of tert-butyl 9-methyl-2-(2-oxo-4-(6-(trifluoromethyl)pyridin-3-yl)pyridin-1(2H)-yl)-5,7,8,9-tetrahydro-6H-pyrido[3′,4′:4,5]pyrrolo[2,3-b]pyridine-6-carboxylate (0.81 g, 1.6 mmol) in CH2Cl2 (8.0 mL) was added 1.25 M HCl in MeOH (30 mL), and the resulting suspension was stirred at ambient temperature for 18 h. The suspension was diluted with CH2Cl2 (18 mL), 1.25 M HCl in MeOH (6.0 mL) was added, and the resulting suspension was stirred at ambient temperature for 72 h. The suspension... Starting materials: ClC=1C=CC=C2C=CC=C(C12)N (8-chloro-1-naphthylamine), N(=O)[O-].[Na+] (sodium nitrite), diazo, [S-]C#N.[K+] (potassium thiocyanate), cuprous thiocyanate, ferrous sulphate. The solvent is O (water), O (water). The product is ClC1=CC=CC2=CC=CC(=C12)SC#N (1-chloro-8-thiocyanatonaphthalene). As a reaction SMILES: [Cl:1][C:2]1[CH:3]=[CH:4][CH:5]=[C:6]2[C:11]=1[C:10](N)=[CH:9][CH:8]=[CH:7]2.N([O-])=O.[Na+].[S-:17][C:18]#[N:19].[K+]>O>[Cl:1][C:2]1[C:11]2[C:6](=[CH:7][CH:8]=[CH:9][C:10]=2[S:17][C:18]#[N:19])[CH:5]=[CH:4][CH:3]=1 |f:1.2,3.4|. Procedure: 3.92 parts 8-chloro-1-naphthylamine were stirred in dilute hydrochloric at room temperature and diazotised by the careful addition of a solution of 1.52 parts sodium nitrite in water. The diazo solution was then added, at 10° C., to a stirred suspension of 3.5 parts potassium thiocyanate, 4.5 parts cuprous thiocyanate and 0.1 parts ferrous sulphate in water. After stirring the mixture for several hours, the product was filtered off and recrystallised several times from ethanol to yield 1 part of... Starting materials: [Br-], CCOCC, COC(C)(C)C, Fc1ccc(C[P+](c2ccccc2)(c2ccccc2)c2ccccc2)cc1, O=CC1CCC(C2CCC(CCC3OCCO3)CC2)CC1. Product: Fc1ccc(C=CC2CCC(C3CCC(CCC4OCCO4)CC3)CC2)cc1. Reaction SMILES: [Br-:1].[CH3:50][CH2:51][O:52][CH2:53][CH3:54].[CH3:55][O:56][C:57]([CH3:58])([CH3:59])[CH3:60].[F:2][c:3]1[cH:4][cH:5][c:6]([CH2:7][P+:8]([c:9]2[cH:10][cH:11][cH:12][cH:13][cH:14]2)([c:15]2[cH:16][cH:17][cH:18][cH:19][cH:20]2)[c:21]2[cH:22][cH:23][cH:24][cH:25][cH:26]2)[cH:27][cH:28]1.[O:29]1[CH:30]([CH2:34][CH2:35][CH:36]2[CH2:37][CH2:38][CH:39]([CH:42]3[CH2:43][CH2:44][CH:45]([CH:48]=[O:49])[CH2:46][CH2:47]3)[CH2:40][CH2:41]2)[O:31][CH2:32][CH2:33]1>>[F:2][c:3]1[cH:4][cH:5][c:6]([CH:7]=[CH:48][CH:45]2[CH2:44][CH2:43][CH:42]([CH:39]3[CH2:38][CH2:37][CH:36]([CH2:35][CH2:34][CH:30]4[O:29][CH2:33][CH2:32][O:31]4)[CH2:41][CH2:40]3)[CH2:47][CH2:46]2)[cH:27][cH:28]1. Reactants: CS(C)=O, Clc1cccc(C2CO2)c1, NCCc1ccc(O)cc1. Yields the product Oc1ccc(CCNCC(O)c2cccc(Cl)c2)cc1. As a reaction SMILES: [CH3:21][S:22]([CH3:23])=[O:24].[Cl:11][c:12]1[cH:13][c:14]([CH:15]2[CH2:16][O:17]2)[cH:18][cH:19][cH:20]1.[NH2:1][CH2:2][CH2:3][c:4]1[cH:5][cH:6][c:7]([OH:8])[cH:9][cH:10]1>>[NH:1]([CH2:2][CH2:3][c:4]1[cH:5][cH:6][c:7]([OH:8])[cH:9][cH:10]1)[CH2:16][CH:15]([c:14]1[cH:13][c:12]([Cl:11])[cH:20][cH:19][cH:18]1)[OH:17]. Reaction SMILES: [C:1]([NH:8][C@H:9]([C:11]([NH:13][C@H:14]([C:16]([OH:18])=O)[CH3:15])=[O:12])[CH3:10])([O:3][C:4]([CH3:7])([CH3:6])[CH3:5])=[O:2].CN1CCOCC1.[NH2:26][CH2:27][CH2:28][CH2:29][OH:30]>C1COCC1>[NH:8]([C:1]([O:3][C:4]([CH3:5])([CH3:6])[CH3:7])=[O:2])[C@H:9]([C:11]([NH:13][C@H:14]([C:16]([NH:26][CH2:27][CH2:28][CH2:29][OH:30])=[O:18])[CH3:15])=[O:12])[CH3:10]. The solvent is C1CCOC1 (THF), C1CCOC1 (THF). The yield is 84.0%. Run at time 2 minute. Starting materials: NCCCO (H2N(CH2)3OH), CN1CCOCC1 (NMM), C(=O)(OC(C)(C)C)N[C@@H](C)C(=O)N[C@@H](C)C(=O)O (Boc-(Ala)2-OH), CN1CCOCC1 (NMM). Reported procedure: To a vigorously stirring solution of Boc-(Ala)2-OH (1.55 gm, 5.96 mmol) and NMM (0.98 mL, 8.9 mmol) in THF (15 mL) cooled to −15° C. was added under an atmosphere of N2 ethyl chloroformate (ECF) (587 μL, 6.14 mmol). After stirring for 2 min, a solution of H2N(CH2)3OH (546 uL, 7.2 mmol) in THF (5 mL) was added to the mixture followed by NMM (1.64 mL, 14.9 mmol) and the mixture was warmed to r.t. and stirred until silica gel TLC indicated complete consumption of the starting acid (eluting solvent-... The product is N([C@@H](C)C(=O)N[C@@H](C)C(=O)NCCCO)C(=O)OC(C)(C)C (Boc-Ala-Ala-NH—(CH2)3—OH). The reactants are O=C(CBr)c1cnc(-c2ccccc2)nc1, O=C([O-])[O-], [Cs+], [Cs+], C1CCOC1, O, O=C(O)Cc1ccccc1. The product is O=C(Cc1ccccc1)OCC(=O)c1cnc(-c2ccccc2)nc1. RXN SMILES: [Br:17][CH2:18][C:19](=[O:20])[c:21]1[cH:22][n:23][c:24](-[c:27]2[cH:28][cH:29][cH:30][cH:31][cH:32]2)[n:25][cH:26]1.[C:11](=[O:12])([O-:13])[O-:14].[Cs+:15].[Cs+:16].[O:34]1[CH2:35][CH2:36][CH2:37][CH2:38]1.[OH2:33].[OH:1][C:2](=[O:3])[CH2:4][c:5]1[cH:6][cH:7][cH:8][cH:9][cH:10]1>>[O:1]([C:2](=[O:3])[CH2:4][c:5]1[cH:6][cH:7][cH:8][cH:9][cH:10]1)[CH2:18][C:19](=[O:20])[c:21]1[cH:22][n:23][c:24](-[c:27]2[cH:28][cH:29][cH:30][cH:31][cH:32]2)[n:25][cH:26]1.